Dataset: the Open Reaction Database (ORD), a public repository of structured organic reaction records. Task: describe an organic reaction: reactants, conditions, products, and yield Starting materials: O=C(CBr)Nc1ccc(Cl)cn1, CCOC(=O)c1n[nH]c(C(=O)OCC)c1OCC(F)(F)F, [H-], [Na+], CN(C)C=O. Product: CCOC(=O)c1nn(CC(=O)Nc2ccc(Cl)cn2)c(C(=O)OCC)c1OCC(F)(F)F. As a reaction SMILES: [Br:24][CH2:25][C:26](=[O:27])[NH:28][c:29]1[n:30][cH:31][c:32]([Cl:35])[cH:33][cH:34]1.[CH2:1]([CH3:2])[O:3][C:4](=[O:5])[c:6]1[n:7][nH:8][c:9]([C:17](=[O:18])[O:19][CH2:20][CH3:21])[c:10]1[O:11][CH2:12][C:13]([F:14])([F:15])[F:16].[H-:23].[Na+:22].[O:36]=[CH:37][N:38]([CH3:39])[CH3:40]>>[CH2:1]([CH3:2])[O:3][C:4](=[O:5])[c:6]1[n:7][n:8]([CH2:25][C:26](=[O:27])[NH:28][c:29]2[n:30][cH:31][c:32]([Cl:35])[cH:33][cH:34]2)[c:9]([C:17](=[O:18])[O:19][CH2:20][CH3:21])[c:10]1[O:11][CH2:12][C:13]([F:14])([F:15])[F:16]. The reactants are ClC=1C=C(C(N)=N)C=CC1 (3-chlorobenzimidamide), O=C1C(SCCC1)C(=O)OC (methyl 3-oxotetrahydro-2H-thiopyran-2-carboxylate), C[O-].[Na+] (sodium methoxide). Solvent: C(C)O (ethanol). Conditions: temperature 85 celsius, time 16 hour. Yields the product ClC=1C=C(C=CC1)C=1N=C(C2=C(N1)CCCS2)O (2-(3-chlorophenyl)-7,8-dihydro-6H-thiopyrano[3,2-d]pyrimidin-4-ol). Isolated yield 67.3%. Reaction SMILES: [Cl:1][C:2]1[CH:3]=[C:4]([CH:8]=[CH:9][CH:10]=1)[C:5](=[NH:7])[NH2:6].O=[C:12]1[CH2:17][CH2:16][CH2:15][S:14][CH:13]1[C:18](OC)=[O:19].C[O-].[Na+]>C(O)C>[Cl:1][C:2]1[CH:3]=[C:4]([C:5]2[N:6]=[C:18]([OH:19])[C:13]3[S:14][CH2:15][CH2:16][CH2:17][C:12]=3[N:7]=2)[CH:8]=[CH:9][CH:10]=1 |f:2.3|. Reported procedure: To a solution of 3-chlorobenzimidamide (4.3 g, 27.7 mmol) in ethanol (120 mL) was added methyl 3-oxotetrahydro-2H-thiopyran-2-carboxylate (4.82 g, 27.7 mmol) and sodium methoxide (1.8 g, 33.2 mmol). The mixture was stirred at 85° C. for 16 h. After this time, the mixture was concentrated after which ethanol (10 mL) was added and the suspension was chilled to 0° C. HCl (2 M, 50 mL) was added and the suspension was filtered and washed with water. The solid was dried under heat and vacuum to afford...